describe an organic reaction: reactants, conditions, products, and yield From a dataset of the Open Reaction Database (ORD), a public repository of structured organic reaction records. Reactants: C=CC(=O)OC, ClCCl, CNCCOc1ccc(-n2nc3ccccc3c2Cl)cc1, Cl. The product is COC(=O)CCN(C)CCOc1ccc(-n2nc3ccccc3c2Cl)cc1. Reaction SMILES: [C:23]([CH:24]=[CH2:25])(=[O:26])[O:27][CH3:28].[CH2:29]([Cl:30])[Cl:31].[Cl:2][c:3]1[n:4](-[c:12]2[cH:13][cH:14][c:15]([O:16][CH2:17][CH2:18][NH:19][CH3:20])[cH:21][cH:22]2)[n:5][c:6]2[cH:7][cH:8][cH:9][cH:10][c:11]12.[ClH:1]>>[Cl:2][c:3]1[n:4](-[c:12]2[cH:13][cH:14][c:15]([O:16][CH2:17][CH2:18][N:19]([CH3:20])[CH2:25][CH2:24][C:23](=[O:26])[O:27][CH3:28])[cH:21][cH:22]2)[n:5][c:6]2[cH:7][cH:8][cH:9][cH:10][c:11]12. Starting materials: polyester, C(C(=C)C)(=O)OCCCC (butyl methacrylate), CC(C)(C#N)N=NC(C)(C)C#N (VAZO), C(C=C)(=O)O (acrylic acid), N(=NC(C#N)(C)C)C(C#N)(C)C (2,2'-azobis(isobutyronitrile)). Run in C(C)(=O)OCC (ethyl acetate), C(C)(=O)OCC (ethyl acetate). Reaction conditions: time 16 hour. Product: C=CC(C)=C.C=CC1=CC=CC=C1 (styrene isoprene). RXN SMILES: [C:1](O[CH2:7][CH2:8][CH2:9][CH3:10])(=O)[C:2](C)=C.[C:11](O)(=O)[CH:12]=[CH2:13].N([C:23]([CH3:27])([CH3:26])C#N)=NC(C)(C)C#N>C(OCC)(=O)C>[CH2:7]=[CH:8][C:9](=[CH2:10])[CH3:11].[CH2:13]=[CH:12][C:11]1[CH:26]=[CH:23][CH:27]=[CH:2][CH:1]=1 |f:4.5|. Reported procedure: In a glass reaction bottle was placed 19.0 g butyl methacrylate, 1.0 g acrylic acid, 30 g of ethyl acetate, and 0.06 g of 2,2'-azobis(isobutyronitrile) free radical initiator available under the trade designation "VAZO" 64 from the E. I. DuPont Company. The reaction bottle was purged with nitrogen and sealed. It was placed in a 55° C. bath and tumbled therein for 60 hours to produce a polymer which had an inherent viscosity of 0.58 dl/g. The resulting polymer solution was diluted with 50 g ethyl... Reactants: NC1Cc2ccc(Br)cc2C1, CCCCOc1ccc(C(=O)Cl)cc1, CCN(C(C)C)C(C)C, ClCCl. Product: CCCCOc1ccc(C(=O)N(C)C2Cc3ccc(Br)cc3C2)cc1. RXN SMILES: [Br:1][c:2]1[cH:3][c:4]2[c:8]([cH:9][cH:10]1)[CH2:7][CH:6]([NH2:11])[CH2:5]2.[CH2:21]([CH2:22][CH2:23][CH3:24])[O:25][c:26]1[cH:27][cH:28][c:29]([C:30](=[O:31])[Cl:32])[cH:33][cH:34]1.[CH:12]([N:13]([CH:14]([CH3:15])[CH3:16])[CH2:17][CH3:18])([CH3:19])[CH3:20].[Cl:35][CH2:36][Cl:37]>>[Br:1][c:2]1[cH:3][c:4]2[c:8]([cH:9][cH:10]1)[CH2:7][CH:6]([N:11]([CH3:12])[C:30]([c:29]1[cH:28][cH:27][c:26]([O:25][CH2:21][CH2:22][CH2:23][CH3:24])[cH:34][cH:33]1)=[O:31])[CH2:5]2. Reactants: CC(C)([O-])C.[K+] (potassium tert-butoxide), [Si](C)(C)(C(C)(C)C)OCCCOC=1C=C2C=CNC2=CC1 (5-[3-(tert-butyldimethylsilyloxy)propoxy]-1H-indole), IC(C)C (2-iodopropane). Run in C(C)(=O)OCC (ethyl acetate), CN(C=O)C (N,N-dimethylformamide). Reaction conditions: time 10 minute. Yields the product [Si](C)(C)(C(C)(C)C)OCCCOC=1C=C2C=CN(C2=CC1)C(C)C (5-[3-(tert-Butyldimethylsilyloxy)propoxy]-1-isopropyl-1H-indole). The yield is 38.0%. Reaction SMILES: [Si:1]([O:8][CH2:9][CH2:10][CH2:11][O:12][C:13]1[CH:14]=[C:15]2[C:19](=[CH:20][CH:21]=1)[NH:18][CH:17]=[CH:16]2)([C:4]([CH3:7])([CH3:6])[CH3:5])([CH3:3])[CH3:2].[CH3:22][C:23](C)([O-])[CH3:24].[K+].IC(C)C>CN(C)C=O.C(OCC)(=O)C>[Si:1]([O:8][CH2:9][CH2:10][CH2:11][O:12][C:13]1[CH:14]=[C:15]2[C:19](=[CH:20][CH:21]=1)[N:18]([CH:23]([CH3:24])[CH3:22])[CH:17]=[CH:16]2)([C:4]([CH3:6])([CH3:7])[CH3:5])([CH3:3])[CH3:2] |f:1.2|. Reported procedure: Dissolve 5-[3-(tert-butyldimethylsilyloxy)propoxy]-1H-indole (1.0 g, 0.327 mmol) in N,N-dimethylformamide (20 mL) under nitrogen. Add 3.6 mL potassium tert-butoxide (1M solution in THF, 1.1 equiv) and stir 10 minutes, then add 2-iodopropane (0.36 mL, 1.1 eq) and stir for 30 minutes. Dilute with ethyl acetate and wash with water then brine. Dry over magnesium sulfate, filter and concentrate. Purification by column chromography (hexanes to 4:1 hexanes:ethyl acetate) affords 0.43 g product (38%) as... Reactants: methyl ester, ester, ester, CC(CC(=O)O)CCC=C(C)C (3,7-dimethyloct-6-enoic acid). The solvent is C(Cl)(Cl)Cl (CHCl3), C(Cl)(Cl)Cl (CHCl3). The product is CC(=CC(=O)O)CCC=C(C)C (3,7-dimethylocta-2,6-dienoic acid). As a reaction SMILES: [CH3:1][CH:2]([CH2:7][CH2:8][CH:9]=[C:10]([CH3:12])[CH3:11])[CH2:3][C:4]([OH:6])=[O:5]>C(Cl)(Cl)Cl>[CH3:1][C:2]([CH2:7][CH2:8][CH:9]=[C:10]([CH3:12])[CH3:11])=[CH:3][C:4]([OH:6])=[O:5]. Procedure details: Following the procedure of Example 8, with the exception of using a substrate/catalyst ratio of 15, the hydrogenation of 3,7-dimethylocta-2,6-dienoic acid (E/Z≃7) was carried out at -23° C. under 130 psig of H2. The reaction was stopped after one week and there was obtained 1.41g. (94% yield) of a mixture of 65% 3,7-dimethyloct-6-enoic acid and 35% 3,7-dimethylocta-2,6-dienoic acid. The rotation of this mixture was [α]D25 +4.59° (c. 5.04, CHCl3) and of the methyl ester was [α]D25 +3.05° (c. 5.08... RXN SMILES: N[C:2]1[C:11]2[C:6](=CC(S(O)(=O)=O)=CC=2O)[CH:5]=[C:4]([S:17]([OH:20])(=[O:19])=[O:18])[CH:3]=1.[N:21]1C(F)=NC(F)=NC=1F.NC1C=CC(S(O)(=O)=O)=CC=1.N([O-])=O.[Na+]>O.Cl>[NH2:21][C:5]1[CH:6]=[CH:11][CH:2]=[CH:3][C:4]=1[S:17]([OH:20])(=[O:19])=[O:18] |f:3.4|. The reactants are N(=O)[O-].[Na+] (sodium nitrite), NC1=CC(=CC2=CC(=CC(=C12)O)S(=O)(=O)O)S(=O)(=O)O (1-amino-8-hydroxynaphthalene-3,6-disulphonic acid), N1=C(F)N=C(F)N=C1F (cyanuric fluoride), NC1=CC=C(C=C1)S(=O)(=O)O (4-aminobenzenesulphonic acid). Reaction conditions: time 1 hour. Yields the product diazonium salt, NC1=C(C=CC=C1)S(=O)(=O)O (2-aminobenzenesulphonic acid). Reported procedure: 12.8 g of 1-amino-8-hydroxynaphthalene-3,6-disulphonic acid in 200 ml of water are subjected to a condensation reaction with 3.8 ml of cyanuric fluoride at pH 4.0-4.5 and at 0°-5° as described in Example 3. 7.0 g of 4-aminobenzenesulphonic acid are added to the resulting solution and the pH value in the reaction mixture is kept at 5.5-6.0. The mixture is subsequently stirred at 0°-5° for one hour. A diazonium salt suspension which has been obtained from 7.0 g of 2-aminobenzenesulphonic acid in 1... The solvent is O (water), Cl (hydrochloric acid), O (water). The reactants are CCOC(OCC)C(CC(=O)OC(C)(C)C)NC(=O)OCc1ccccc1, CCOC(C)=O. Yields the product CCOC(OCC)C(N)CC(=O)OC(C)(C)C. RXN SMILES: [C:1]([CH3:2])([CH3:3])([CH3:4])[O:5][C:6]([CH2:7][CH:8]([CH:9]([O:10][CH2:11][CH3:12])[O:13][CH2:14][CH3:15])[NH:16][C:17]([O:18][CH2:19][c:20]1[cH:21][cH:22][cH:23][cH:24][cH:25]1)=[O:26])=[O:27].[CH3:28][CH2:29][O:30][C:31](=[O:32])[CH3:33]>>[C:1]([CH3:2])([CH3:3])([CH3:4])[O:5][C:6]([CH2:7][CH:8]([CH:9]([O:10][CH2:11][CH3:12])[O:13][CH2:14][CH3:15])[NH2:16])=[O:27].